From a dataset of the Open Reaction Database (ORD), a public repository of structured organic reaction records. describe an organic reaction: reactants, conditions, products, and yield Starting materials: CSC(=NCC[SH](C)c1[nH]cnc1C)NC#N, NCCCCCCCN. The product is Cc1nc[nH]c1[SH](C)CCN=C(NC#N)NCCCCCCCN. Reaction SMILES: [C:10](#[N:11])[NH:12][C:13]([S:14][CH3:15])=[N:16][CH2:17][CH2:18][SH:19]([CH3:20])[c:21]1[c:22]([CH3:26])[n:23][cH:24][nH:25]1.[NH2:1][CH2:2][CH2:3][CH2:4][CH2:5][CH2:6][CH2:7][CH2:8][NH2:9]>>[NH:1]([CH2:2][CH2:3][CH2:4][CH2:5][CH2:6][CH2:7][CH2:8][NH2:9])[C:13]([NH:12][C:10]#[N:11])=[N:16][CH2:17][CH2:18][SH:19]([CH3:20])[c:21]1[c:22]([CH3:26])[n:23][cH:24][nH:25]1. Starting materials: CC(C)(C)[Si](OC1CC2CC1CC2OCc1ccccc1)(c1ccccc1)c1ccccc1, CO, [H][H], [Pd]. Yields the product CC(C)(C)[Si](OC1CC2CC1CC2O)(c1ccccc1)c1ccccc1. RXN SMILES: [CH2:1]([c:2]1[cH:3][cH:4][cH:5][cH:6][cH:7]1)[O:8][CH:9]1[CH:10]2[CH2:11][CH:12]([O:16][Si:17]([c:18]3[cH:19][cH:20][cH:21][cH:22][cH:23]3)([c:24]3[cH:25][cH:26][cH:27][cH:28][cH:29]3)[C:30]([CH3:31])([CH3:32])[CH3:33])[CH:13]([CH2:14]1)[CH2:15]2.[CH3:36][OH:37].[H:34][H:35].[Pd:38]>>[OH:8][CH:9]1[CH:10]2[CH2:11][CH:12]([O:16][Si:17]([c:18]3[cH:19][cH:20][cH:21][cH:22][cH:23]3)([c:24]3[cH:25][cH:26][cH:27][cH:28][cH:29]3)[C:30]([CH3:31])([CH3:32])[CH3:33])[CH:13]([CH2:14]1)[CH2:15]2. The reactants are CCOC(C)=O, O=C(OO)c1cccc(Cl)c1, c1ccc(-c2cnco2)nc1. The product is [O-][n+]1ccccc1-c1cnco1. As a reaction SMILES: [CH3:23][CH2:24][O:25][C:26](=[O:27])[CH3:28].[OH:12][O:13][C:14]([c:15]1[cH:16][c:17]([Cl:18])[cH:19][cH:20][cH:21]1)=[O:22].[o:1]1[cH:2][n:3][cH:4][c:5]1-[c:6]1[n:7][cH:8][cH:9][cH:10][cH:11]1>>[o:1]1[cH:2][n:3][cH:4][c:5]1-[c:6]1[n+:7]([O-:12])[cH:8][cH:9][cH:10][cH:11]1.